From a dataset of the Open Reaction Database (ORD), a public repository of structured organic reaction records. describe an organic reaction: reactants, conditions, products, and yield Starting materials: CC1(C)COc2ccccc21, O=S(=O)(O)Cl, ClCCl. The product is CC1(C)COc2ccc(S(=O)(=O)O)cc21. Reaction SMILES: [CH3:1][C:2]1([CH3:11])[CH2:3][O:4][c:5]2[c:6]1[cH:7][cH:8][cH:9][cH:10]2.[Cl:12][S:13](=[O:14])(=[O:15])[OH:16].[Cl:17][CH2:18][Cl:19]>>[CH3:1][C:2]1([CH3:11])[CH2:3][O:4][c:5]2[c:6]1[cH:7][c:8]([S:13](=[O:14])(=[O:15])[OH:16])[cH:9][cH:10]2.